Dataset: the Open Reaction Database (ORD), a public repository of structured organic reaction records. Task: describe an organic reaction: reactants, conditions, products, and yield The reactants are C(C1=CC=CC=C1)Br (benzyl bromide), O (water), C(C1=CC=CC=C1)C=1OC2=C(C1C1=CC=C(C3=CC=C(C=C3)C(CC3C(OC(OC3=O)(C)C)=O)=O)C=C1)C=CC=C2 (5-{2-[4′-(2-benzylbenzofuran-3-yl)-biphen-4-yl]-2-oxoethyl}-2,2-dimethyl-[1,3]dioxane-4,6-dione), [H-].[Na+] (sodium hydride). The reagents and catalysts are [I-].C(CCC)[N+](CCCC)(CCCC)CCCC (tetra-n-butylammonium iodide). Run in C1CCOC1 (THF), C1CCOC1.CN(C)C=O (THF DMF), C1CCOC1 (THF). Reaction conditions: time 30 minute. The product is C(C1=CC=CC=C1)C1(C(OC(OC1=O)(C)C)=O)CC(=O)C1=CC=C(C=C1)C1=CC=C(C=C1)C1=C(OC2=C1C=CC=C2)CC2=CC=CC=C2 (5-Benzyl-5-{2-[4′-(2-benzylbenzofuran-3-yl)-biphen-4-yl]-2-oxoethyl}-2,2-dimethyl-[1,3]dioxane-4,6-dione). Isolated yield 89.4%. As a reaction SMILES: [CH2:1]([C:8]1[O:9][C:10]2[CH:41]=[CH:40][CH:39]=[CH:38][C:11]=2[C:12]=1[C:13]1[CH:37]=[CH:36][C:16]([C:17]2[CH:22]=[CH:21][C:20]([C:23](=[O:35])[CH2:24][CH:25]3[C:30](=[O:31])[O:29][C:28]([CH3:33])([CH3:32])[O:27][C:26]3=[O:34])=[CH:19][CH:18]=2)=[CH:15][CH:14]=1)[C:2]1[CH:7]=[CH:6][CH:5]=[CH:4][CH:3]=1.[H-].[Na+].[CH2:44](Br)[C:45]1[CH:50]=[CH:49][CH:48]=[CH:47][CH:46]=1.O>C1COCC1.CN(C=O)C.C1COCC1.[I-].C([N+](CCCC)(CCCC)CCCC)CCC>[CH2:44]([C:25]1([CH2:24][C:23]([C:20]2[CH:19]=[CH:18][C:17]([C:16]3[CH:15]=[CH:14][C:13]([C:12]4[C:11]5[CH:38]=[CH:39][CH:40]=[CH:41][C:10]=5[O:9][C:8]=4[CH2:1][C:2]4[CH:3]=[CH:4][CH:5]=[CH:6][CH:7]=4)=[CH:37][CH:36]=3)=[CH:22][CH:21]=2)=[O:35])[C:30](=[O:31])[O:29][C:28]([CH3:33])([CH3:32])[O:27][C:26]1=[O:34])[C:45]1[CH:50]=[CH:49][CH:48]=[CH:47][CH:46]=1 |f:1.2,5.6,8.9|. Procedure: A solution of 5-{2-[4′-(2-benzylbenzofuran-3-yl)-biphen-4-yl]-2-oxoethyl}-2,2-dimethyl-[1,3]dioxane-4,6-dione (200 mg, 0.37 mmol) in THF/DMF (5:1; 6 mL) was added dropwise to a stirred suspension of sodium hydride (95%, 10.2 mg, 0.40 mmol) in anhyd THF (5 mL) at room temperature. The clear solution was stirred at room temperature for 30 min and then a solution of benzyl bromide (76 mg, 0.44 mmol) in THF (5 mL) was added dropwise, followed by the addition of tetra-n-butylammonium iodide (5 mg) as... Starting materials: ClC=1C=CC(=C(C1)C1=NN(C=C1C#CC1=CC=C(C=C1)NC(=O)C1N(CCOC1)C(C(C1=CC=CC=C1)N)=O)C)O (4-(2-Amino-2-phenyl-acetyl)-morpholine-3-carboxylic acid {4-[3-(5-chloro-2-hydroxy-phenyl)-1-methyl-1H-pyrazol-4-ylethynyl]-phenyl}-amide), C1(CC1)C(=O)O (cyclopropanecarboxylic acid), 10D, CC(N=C=NC(C)C)C (DIPC). Run in C(Cl)Cl (CH2Cl2). Run at time 8 hour. Product: ClC=1C=CC(=C(C1)C1=NN(C=C1C#CC1=CC=C(C=C1)NC(=O)C1N(CCOC1)C(C(C1=CC=CC=C1)NC(=O)C1CC1)=O)C)O (4-[2-(Cyclopropanecarbonyl-amino)-2-phenyl-acetyl]-morpholine-3-carboxylic acid {4-[3-(5-chloro-2-hydroxy-phenyl)-1-methyl-1H-pyrazol-4-ylethynyl]-phenyl}-amide). Yield: 49.0%. Reaction SMILES: [Cl:1][C:2]1[CH:3]=[CH:4][C:5]([OH:41])=[C:6]([C:8]2[C:12]([C:13]#[C:14][C:15]3[CH:20]=[CH:19][C:18]([NH:21][C:22]([CH:24]4[CH2:29][O:28][CH2:27][CH2:26][N:25]4[C:30](=[O:39])[CH:31]([NH2:38])[C:32]4[CH:37]=[CH:36][CH:35]=[CH:34][CH:33]=4)=[O:23])=[CH:17][CH:16]=3)=[CH:11][N:10]([CH3:40])[N:9]=2)[CH:7]=1.[CH:42]1([C:45](O)=[O:46])[CH2:44][CH2:43]1.CC(C)N=C=NC(C)C>C(Cl)Cl>[Cl:1][C:2]1[CH:3]=[CH:4][C:5]([OH:41])=[C:6]([C:8]2[C:12]([C:13]#[C:14][C:15]3[CH:20]=[CH:19][C:18]([NH:21][C:22]([CH:24]4[CH2:29][O:28][CH2:27][CH2:26][N:25]4[C:30](=[O:39])[CH:31]([NH:38][C:45]([CH:42]4[CH2:44][CH2:43]4)=[O:46])[C:32]4[CH:33]=[CH:34][CH:35]=[CH:36][CH:37]=4)=[O:23])=[CH:17][CH:16]=3)=[CH:11][N:10]([CH3:40])[N:9]=2)[CH:7]=1. Procedure: To a solution of compound 9D (4.0 g, 7.02 mmol) and cyclopropanecarboxylic acid (10D, (0.91 g, 10.53 mmol) in anhydrous CH2Cl2 (100 mL) was added DIPC (1.63 mL, 10.53 mmol). The reaction mixture was stirred at rt overnight. It was filtered to remove diisopropylurea. The filtrate was purified with silica column chromatography eluting with dichloromethane/EtOAc (v/v 1/1, 7/1, 4/1) to give the title compound (11D, 3.4 g, crude), which was recrystallized from hexanes/acetone to provide pure compound...